This data is from the Open Reaction Database (ORD), a public repository of structured organic reaction records. The task is: describe an organic reaction: reactants, conditions, products, and yield Reactants: Nc1ccc2c(c1)Cc1cc(Br)ccc1-2, CC(C)(C)[O-], CCCCI, [K+], C1CCOC1, O. The product is CCCCC1(CCCC)c2cc(N)ccc2-c2ccc(Br)cc21. Reaction SMILES: [Br:1][c:2]1[cH:3][cH:4][c:5]2[c:13]([cH:14]1)[CH2:12][c:11]1[c:6]-2[cH:7][cH:8][c:9]([NH2:15])[cH:10]1.[CH3:21][C:22]([CH3:23])([O-:24])[CH3:25].[I:16][CH2:17][CH2:18][CH2:19][CH3:20].[K+:26].[O:27]1[CH2:28][CH2:29][CH2:30][CH2:31]1.[OH2:32]>>[Br:1][c:2]1[cH:3][cH:4][c:5]2[c:13]([cH:14]1)[C:12]([CH2:17][CH2:18][CH2:19][CH3:20])([CH2:28][CH2:29][CH2:30][CH3:31])[c:11]1[c:6]-2[cH:7][cH:8][c:9]([NH2:15])[cH:10]1. RXN SMILES: CS(O[CH2:6][C:7]1[CH:8]=[C:9]2[C:14](=[CH:15][CH:16]=1)[C:13](=[O:17])[N:12]([CH2:18][C:19]([CH3:22])(C)[CH3:20])[C:11]([CH2:23][NH:24][C:25]([O:27][C:28]([CH3:31])([CH3:30])[CH3:29])=[O:26])=[C:10]2OCCCC)(=O)=O.[C:37]1(=[O:47])[NH:41][C:40](=[O:42])[C:39]2=[CH:43][CH:44]=[CH:45][CH:46]=[C:38]12.[K].O>CN(C)C=O>[C:28]([O:27][C:25](=[O:26])[NH:24][CH2:23][C:11]1[N:12]([CH2:18][CH:19]([CH3:20])[CH3:22])[C:13](=[O:17])[C:14]2[C:9]([C:10]=1[C:7]1[CH:8]=[CH:9][CH:14]=[CH:15][CH:16]=1)=[CH:8][C:7]([CH2:6][N:41]1[C:37](=[O:47])[C:38]3[C:39](=[CH:43][CH:44]=[CH:45][CH:46]=3)[C:40]1=[O:42])=[CH:16][CH:15]=2)([CH3:29])([CH3:31])[CH3:30] |f:1.2,^1:47|. Run in CN(C=O)C (N,N-dimethylformamide). Product: C(C)(C)(C)OC(NCC=1N(C(C2=CC=C(C=C2C1C1=CC=CC=C1)CN1C(C2=CC=CC=C2C1=O)=O)=O)CC(C)C)=O (tert-butyl{6-[(1,3-dioxo-1,3-dihydro-2H -isoindol-2-yl)methyl]-2-isobutyl-1-oxo-4-phenyl-1,2-dihydro-3-isoquinolinyl}methylcarbamate). Procedure details: To a solution of (3-{[(tert-butoxycarbonyl)amino]methyl}-4-butoxy-2-neopentyl-1-oxo-1,2-dihydro-6-isoquinolinyl)methyl methanesulfonate (1.1 g, 2.11 mmol) in N,N-dimethylformamide (20 mL) was added potassium phthalimide (0.47 g, 2.5 mmol), and the mixture was stirred at room temperature for 17 h. The reaction mixture was poured into water (200 mL) and extracted with ethyl acetate (100 mL×2). The organic layers were combined, washed with 0.2N hydrochloric acid (100 mL), saturated aqueous sodium h... The yield is 165.9%. Starting materials: CS(=O)(=O)OCC=1C=C2C(=C(N(C(C2=CC1)=O)CC(C)(C)C)CNC(=O)OC(C)(C)C)OCCCC ((3-{[(tert-butoxycarbonyl)amino]methyl}-4-butoxy-2-neopentyl-1-oxo-1,2-dihydro-6-isoquinolinyl)methyl methanesulfonate), C1(C=2C(C(N1)=O)=CC=CC2)=O.[K] (potassium phthalimide), O (water). Conditions: time 17 hour. Starting materials: C(C)(C)(C)OC(N[C@H]1COCC[C@H]1N)=O (Tert-butyl((3R,4R)-4-aminotetrahydro-2H-pyran-3-yl)carbamate), C(C)(C)N(CC)C(C)C (diisopropylethylamine), ClC=1N=NC(=C(N1)NC1=CC=CC=2SC=CC21)C(=O)OCC (ethyl 3-chloro-5-(benzo[b]thiophen-4-ylamino)-1,2,4-triazine-6-carboxylate). Solvent: C1CCOC1 (THF). Run at temperature 80 celsius, time 30 minute. Yields the product S1C2=C(C=C1)C(=CC=C2)NC=2N=C(N=NC2C(=O)OCC)N[C@H]2[C@H](COCC2)NC(=O)OC(C)(C)C (ethyl 5-(benzo[b]thiophen-4-ylamino)-3-((3R,4R)-3-(tert-butoxycarbonylamino)tetrahydro-2H-pyran-4-ylamino)-1,2,4-triazine-6-carboxylate). RXN SMILES: [C:1]([O:5][C:6](=[O:15])[NH:7][C@@H:8]1[C@H:13]([NH2:14])[CH2:12][CH2:11][O:10][CH2:9]1)([CH3:4])([CH3:3])[CH3:2].C(N(C(C)C)CC)(C)C.Cl[C:26]1[N:27]=[N:28][C:29]([C:42]([O:44][CH2:45][CH3:46])=[O:43])=[C:30]([NH:32][C:33]2[C:41]3[CH:40]=[CH:39][S:38][C:37]=3[CH:36]=[CH:35][CH:34]=2)[N:31]=1>C1COCC1>[S:38]1[CH:39]=[CH:40][C:41]2[C:33]([NH:32][C:30]3[N:31]=[C:26]([NH:14][C@@H:13]4[CH2:12][CH2:11][O:10][CH2:9][C@@H:8]4[NH:7][C:6]([O:5][C:1]([CH3:4])([CH3:2])[CH3:3])=[O:15])[N:27]=[N:28][C:29]=3[C:42]([O:44][CH2:45][CH3:46])=[O:43])=[CH:34][CH:35]=[CH:36][C:37]1=2. Procedure: Tert-butyl((3R,4R)-4-aminotetrahydro-2H-pyran-3-yl)carbamate (26 mg) and diisopropylethylamine (0.050 ml) were added to a solution of ethyl 3-chloro-5-(benzo[b]thiophen-4-ylamino)-1,2,4-triazine-6-carboxylate obtained in the above-described Step 1 (34 mg) in THF (1 mL), and the reaction solution was stirred at 80° C. for 30 minutes. The solvent was evaporated under vacuum, and the resultant residue was purified by column chromatography on silica gel (developing solvent:hexane-ethyl acetate) to o...